Dataset: the Open Reaction Database (ORD), a public repository of structured organic reaction records. Task: describe an organic reaction: reactants, conditions, products, and yield Reactants: C(C1=CC=CC=C1)OC1=CC=C(OC2=NC=NC3=CC(=C(C=C23)OC)OC)C=C1 (4-(4-Benzyloxy-phenoxy)-6,7-dimethoxyquinazoline). Reported procedure: 4-(4-Benzyloxy-phenoxy)-6,7-dimethoxyquinazoline (1.2 g) was heated at reflux with TFA (10 mL) for 20 h, and the mixture was concentrated in vacuo. The residue was diluted with water and basicified with NH4OH (conc.) and a solid precipitated. The solid as filtered, washed with water and Et2O and used directly in the next step. MS(MH+)=NA; Calc'd 298.30 for C16H14N2O4. The solvent is C(=O)(C(F)(F)F)O (TFA). The product is COC=1C=C2C(=NC=NC2=CC1OC)OC1=CC=C(C=C1)O (4-(6,7-Dimethoxyquinazolin-4-yloxy)-phenol). As a reaction SMILES: C([O:8][C:9]1[CH:29]=[CH:28][C:12]([O:13][C:14]2[C:23]3[C:18](=[CH:19][C:20]([O:26][CH3:27])=[C:21]([O:24][CH3:25])[CH:22]=3)[N:17]=[CH:16][N:15]=2)=[CH:11][CH:10]=1)C1C=CC=CC=1>C(O)(C(F)(F)F)=O>[CH3:25][O:24][C:21]1[CH:22]=[C:23]2[C:18](=[CH:19][C:20]=1[O:26][CH3:27])[N:17]=[CH:16][N:15]=[C:14]2[O:13][C:12]1[CH:28]=[CH:29][C:9]([OH:8])=[CH:10][CH:11]=1. Starting materials: Ph, N[C@@H](CC1=CC=CC=C1)C(=O)O (L-phenylalanine), C([O-])([O-])=O.[Na+].[Na+] (sodium carbonate), S(O)(O)(=O)=O (sulfuric acid). Solvent: CO (methanol). Conditions: temperature 90 celsius, time 5 hour. The product is COC([C@@H](N)CC1=CC=CC=C1)=O (L-phenylalanine methyl ester). RXN SMILES: S(=O)(=O)(O)O.[NH2:6][C@H:7]([C:15]([OH:17])=[O:16])[CH2:8][C:9]1[CH:14]=[CH:13][CH:12]=[CH:11][CH:10]=1.[C:18](=O)([O-])[O-].[Na+].[Na+]>CO>[CH3:18][O:16][C:15](=[O:17])[C@H:7]([CH2:8][C:9]1[CH:14]=[CH:13][CH:12]=[CH:11][CH:10]=1)[NH2:6] |f:2.3.4|. Procedure: To a mixture of 10.2 liters of methanol and 335 ml of conc. sulfuric acid was added 1050 g of L-phenylalanine. The mixture was stirred at 90° C. for 5 hours to effect esterification. The reaction solution was adjusted with 15% sodium carbonate aqueous solution to a Ph of 7. L-Phenylalanine methyl ester was extracted with toluene to give 10.7 liters of toluene solution of L-phenylalanine methyl ester.